From a dataset of the Open Reaction Database (ORD), a public repository of structured organic reaction records. describe an organic reaction: reactants, conditions, products, and yield The reactants are [Li]C(C)(C)C, CCCCC, C1CCOC1, CCCCCCCCCCCCC(O)c1coc([Si](C)(C)C)c1, O=C(Cl)CCCc1ccccc1. Yields the product CCCCCCCCCCCCC(OC(=O)CCCc1ccccc1)c1coc([Si](C)(C)C)c1. As a reaction SMILES: [C:1]([Li:2])([CH3:3])([CH3:4])[CH3:5].[CH3:41][CH2:42][CH2:43][CH2:44][CH3:45].[O:46]1[CH2:47][CH2:48][CH2:49][CH2:50]1.[OH:6][CH:7]([CH2:8][CH2:9][CH2:10][CH2:11][CH2:12][CH2:13][CH2:14][CH2:15][CH2:16][CH2:17][CH2:18][CH3:19])[c:20]1[cH:21][c:22]([Si:25]([CH3:26])([CH3:27])[CH3:28])[o:23][cH:24]1.[c:29]1([CH2:35][CH2:36][CH2:37][C:38](=[O:39])[Cl:40])[cH:30][cH:31][cH:32][cH:33][cH:34]1>>[O:6]([CH:7]([CH2:8][CH2:9][CH2:10][CH2:11][CH2:12][CH2:13][CH2:14][CH2:15][CH2:16][CH2:17][CH2:18][CH3:19])[c:20]1[cH:21][c:22]([Si:25]([CH3:26])([CH3:27])[CH3:28])[o:23][cH:24]1)[C:38]([CH2:37][CH2:36][CH2:35][c:29]1[cH:30][cH:31][cH:32][cH:33][cH:34]1)=[O:39]. The reactants are NC(C#N)C(C)C1=CC=NC2=CC=CC=C12 (2-Amino-3-quinolin-4-yl-butyronitrile). The reagents and catalysts are [Ni] (Ni). Solvent: C(C)O (ethanol), N (ammonia). Reaction conditions: time 2 hour. Product: N1=CC=C(C2=CC=CC=C12)C(C(CN)N)C (3-Quinolin-4-yl-butane-1,2-diamine). Isolated yield 111.4%. RXN SMILES: [NH2:1][CH:2]([CH:5]([C:7]1[C:16]2[C:11](=[CH:12][CH:13]=[CH:14][CH:15]=2)[N:10]=[CH:9][CH:8]=1)[CH3:6])[C:3]#[N:4]>C(O)C.N.[Ni]>[N:10]1[C:11]2[C:16](=[CH:15][CH:14]=[CH:13][CH:12]=2)[C:7]([CH:5]([CH3:6])[CH:2]([NH2:1])[CH2:3][NH2:4])=[CH:8][CH:9]=1. Reported procedure: To 2-Amino-3-quinolin-4-yl-butyronitrile (1.58 g, 6.42 mmol) in 10 ml of ethanol, ammonia gas was bubbled for 15 minutes. 2 g of Raney Ni (washed with 2×50 ml water and 2×50 ml ethanol) was added to the solution and the reaction mixture was hydrogenated at 50 psi for 2 hours, filtered over celite and concentrated to give 1.54 g (96%) of the product which was then used as such for the subsequent step. The reactants are CCN=C=NCCCN(C)C, O=C(O)c1cc(-c2cn[nH]n2)ccc1Cl, Cl, NCC1(O)CCCCCC1, CN(C)C=O, On1nnc2ccccc21. Product: O=C(NCC1(O)CCCCCC1)c1cc(-c2cn[nH]n2)ccc1Cl. Reaction SMILES: [CH3:26][N:27]([CH3:28])[CH2:29][CH2:30][CH2:31][N:32]=[C:33]=[N:34][CH2:35][CH3:36].[Cl:1][c:2]1[c:3]([C:4](=[O:5])[OH:6])[cH:7][c:8](-[c:11]2[n:12][nH:13][n:14][cH:15]2)[cH:9][cH:10]1.[ClH:37].[NH2:38][CH2:39][C:40]1([OH:47])[CH2:41][CH2:42][CH2:43][CH2:44][CH2:45][CH2:46]1.[O:48]=[CH:49][N:50]([CH3:51])[CH3:52].[OH:16][n:17]1[c:18]2[cH:19][cH:20][cH:21][cH:22][c:23]2[n:24][n:25]1>>[Cl:1][c:2]1[c:3]([C:4](=[O:6])[NH:38][CH2:39][C:40]2([OH:47])[CH2:41][CH2:42][CH2:43][CH2:44][CH2:45][CH2:46]2)[cH:7][c:8](-[c:11]2[n:12][nH:13][n:14][cH:15]2)[cH:9][cH:10]1. Reactants: C(C)OP(=O)(OCC)CC1=C(N=NN1C1=C(C=CC=C1)F)C(=O)N([C@@H]1CN(C[C@@H](C1)C(=O)N1CCOCC1)C(=O)OC(C)(C)C)CC(C)C (tert-Butyl(3S,5R)-3-[({5-[(diethoxyphosphoryl)methyl]-1-(2-fluorophenyl)-1H-1,2,3-triazol-4-yl}carbonyl)(2-methylpropyl)amino]-5-(morpholin-4-ylcarbonyl)piperidine-1-carboxylate), S1C(=NC=C1)C=O (1,3-thiazole-2-carbaldehyde), [H-].[Na+] (sodium hydride). The solvent is C(O)([O-])=O.[Na+] (sodium hydrogen carbonate), C1CCOC1 (THF). Conditions: time 12 hour. The product is FC1=C(C=CC=C1)N1N=NC(=C1\C=C\C=1SC=CN1)C(=O)N([C@@H]1CN(C[C@@H](C1)C(=O)N1CCOCC1)C(=O)OC(C)(C)C)CC(C)C (tert-butyl(3S,5R)-3-[({1-(2-fluorophenyl)-5-[(E)-2-(1,3-thiazol-2-yl)ethenyl]-1H-1,2,3-triazol-4-yl}carbonyl)(2-methylpropyl)amino]-5-(morpholin-4-ylcarbonyl)piperidine-1-carboxylate). Yield: 73.8%. As a reaction SMILES: C(OP([CH2:9][C:10]1[N:14]([C:15]2[CH:20]=[CH:19][CH:18]=[CH:17][C:16]=2[F:21])[N:13]=[N:12][C:11]=1[C:22]([N:24]([CH2:46][CH:47]([CH3:49])[CH3:48])[C@H:25]1[CH2:30][C@@H:29]([C:31]([N:33]2[CH2:38][CH2:37][O:36][CH2:35][CH2:34]2)=[O:32])[CH2:28][N:27]([C:39]([O:41][C:42]([CH3:45])([CH3:44])[CH3:43])=[O:40])[CH2:26]1)=[O:23])(OCC)=O)C.[S:50]1[CH:54]=[CH:53][N:52]=[C:51]1[CH:55]=O.[H-].[Na+]>C1COCC1.C(=O)([O-])O.[Na+]>[F:21][C:16]1[CH:17]=[CH:18][CH:19]=[CH:20][C:15]=1[N:14]1[C:10](/[CH:9]=[CH:55]/[C:51]2[S:50][CH:54]=[CH:53][N:52]=2)=[C:11]([C:22]([N:24]([CH2:46][CH:47]([CH3:48])[CH3:49])[C@H:25]2[CH2:30][C@@H:29]([C:31]([N:33]3[CH2:38][CH2:37][O:36][CH2:35][CH2:34]3)=[O:32])[CH2:28][N:27]([C:39]([O:41][C:42]([CH3:44])([CH3:45])[CH3:43])=[O:40])[CH2:26]2)=[O:23])[N:12]=[N:13]1 |f:2.3,5.6|. Reported procedure: tert-Butyl(3S,5R)-3-[({5-[(diethoxyphosphoryl)methyl]-1-(2-fluorophenyl)-1H-1,2,3-triazol-4-yl}carbonyl)(2-methylpropyl)amino]-5-(morpholin-4-ylcarbonyl)piperidine-1-carboxylate (470 mg) and 1,3-thiazole-2-carbaldehyde (90 mg) were dissolved in THF (4 ml), sodium hydride (50% in oil, 50 mg) was added under ice-cooling and the mixture was stirred at room temperature for 12 hr. The reaction mixture was diluted with saturated aqueous sodium hydrogen carbonate solution and extracted with ethyl aceta... The reactants are NC1=CC=C2C(C(=C(OC2=C1O)C1=CC=CC=C1)I)=O (7-amino-8-hydroxy-3-iodo-2-phenyl-chromen-4-one), C(=O)(O)[O-].[Na+] (NaHCO3), ClCC(=O)Cl (chloroacetyl chloride), resultant mixture. Reagents/catalysts: [Cl-].C(C1=CC=CC=C1)[N+](CC)(CC)CC (benzyltriethylammonium chloride). The solvent is C(Cl)(Cl)Cl (CHCl3), C(Cl)(Cl)Cl (CHCl3). Reaction conditions: temperature 0 celsius, time 2 hour. Yields the product IC1=C(OC2=C3OCC(NC3=CC=C2C1=O)=O)C1=CC=CC=C1 (7-Iodo-6-phenyl-1H-4,5-dioxa-1-aza-phenanthrene-2,8-dione). Yield: 99.6%. As a reaction SMILES: [NH2:1][C:2]1[C:11]([OH:12])=[C:10]2[C:5]([C:6](=[O:20])[C:7]([I:19])=[C:8]([C:13]3[CH:18]=[CH:17][CH:16]=[CH:15][CH:14]=3)[O:9]2)=[CH:4][CH:3]=1.C([O-])(O)=O.[Na+].Cl[CH2:27][C:28](Cl)=[O:29]>[Cl-].C([N+](CC)(CC)CC)C1C=CC=CC=1.C(Cl)(Cl)Cl>[I:19][C:7]1[C:6](=[O:20])[C:5]2[C:10](=[C:11]3[C:2](=[CH:3][CH:4]=2)[NH:1][C:28](=[O:29])[CH2:27][O:12]3)[O:9][C:8]=1[C:13]1[CH:18]=[CH:17][CH:16]=[CH:15][CH:14]=1 |f:1.2,4.5|. Procedure details: To a solution of 7-amino-8-hydroxy-3-iodo-2-phenyl-chromen-4-one (150 mg, 0.40 mmol), benzyltriethylammonium chloride (91 mg, 0.40 mmol) and NaHCO3 (168 mg, 2 mmol) in CHCl3 (5 mL) at 0° C. was added a solution of chloroacetyl chloride (35 μL, 0.44 mmol) in CHCl3 (1 mL) dropwise over 30 mins. The reaction mixture was stirred at 0° C. for 2 hours before heating at 50° C. for 18 hours. The resultant mixture was cooled to RT and was partitioned between DCM and water. The aqueous phase was filtered ...